This data is from the Open Reaction Database (ORD), a public repository of structured organic reaction records. The task is: describe an organic reaction: reactants, conditions, products, and yield The reactants are C1(CC1)C1=NOC(=N1)C=1N=CN2C1CNC1=CC=CC=C21 (3-(3-Cyclopropyl-1,2,4-oxadiazol-5-yl)-4,5-dihydroimidazo[1,5-a]quinoxaline), C(C)(=O)OC(C)=O (acetic anhydride). The solvent is C1CCOC1 (THF). Yields the product C(C)(=O)N1CC=2N(C3=CC=CC=C13)C=NC2C2=NC(=NO2)C2CC2 (5-Acetyl-3-(3-cyclopropyl-1,2,4-oxadiazol-5-yl)-4,5-dihydroimidazo[1,5-a]quinoxaline). RXN SMILES: [CH:1]1([C:4]2[N:8]=[C:7]([C:9]3[N:10]=[CH:11][N:12]4[C:21]5[C:16](=[CH:17][CH:18]=[CH:19][CH:20]=5)[NH:15][CH2:14][C:13]=34)[O:6][N:5]=2)[CH2:3][CH2:2]1.[C:22](OC(=O)C)(=[O:24])[CH3:23]>C1COCC1>[C:22]([N:15]1[C:16]2[C:21](=[CH:20][CH:19]=[CH:18][CH:17]=2)[N:12]2[CH:11]=[N:10][C:9]([C:7]3[O:6][N:5]=[C:4]([CH:1]4[CH2:3][CH2:2]4)[N:8]=3)=[C:13]2[CH2:14]1)(=[O:24])[CH3:23]. Reported procedure: A mixture of 3-(3-cyclopropyl-1,2,4-oxadiazol-5-yl)-4,5-dihydroimidazo[1,5-a]quinoxaline (XXXIII, EXAMPLE 101, 0.201 g) and acetic anhydride (3 ml) in THF (0.7 ml) is heated at 80° for 45 min. The reaction mixture is then cooled, concentrated, and partitioned between dichloromethane and aqueous sodium bicarbonate. The organic phase is separated and filtered through sodium sulfate and concentrated. The crude product is crystallized from dichloromethane and hexane to give the title compound, which... Reactants: C=CC(=O)Cl, ClCCl, Cc1ccc(O)c(N)c1, O, c1ccncc1. Product: C=CC(=O)Nc1cc(C)ccc1O. As a reaction SMILES: [C:16]([CH:17]=[CH2:18])(=[O:19])[Cl:20].[CH2:22]([Cl:23])[Cl:24].[NH2:1][c:2]1[c:3]([OH:9])[cH:4][cH:5][c:6]([CH3:8])[cH:7]1.[OH2:21].[cH:10]1[cH:11][cH:12][n:13][cH:14][cH:15]1>>[NH:1]([c:2]1[c:3]([OH:9])[cH:4][cH:5][c:6]([CH3:8])[cH:7]1)[C:16]([CH:17]=[CH2:18])=[O:19]. Reactants: P(OC1=CC=CC=C1)(OC1=CC=CC=C1)(=O)N=[N+]=[N-] (diphenyl phosphorazidate), N12CCCCCC2=NCCC1 (1,8-diazabicyclo[5.4.0]undec-7-ene), BrC=1C(=C(C=CC1)CO)OC (3-bromo-2-methoxy-phenyl-methanol). The solvent is C1(=CC=CC=C1)C (toluene). Run at time 8 hour. The product is N(=[N+]=[N-])CC1=C(C(=CC=C1)Br)OC (1-azidomethyl-3-bromo-2-methoxy-benzene). Reaction SMILES: P([N:17]=[N+:18]=[N-:19])(=O)(OC1C=CC=CC=1)OC1C=CC=CC=1.N12CCCN=C1CCCCC2.[Br:31][C:32]1[C:33]([O:40][CH3:41])=[C:34]([CH2:38]O)[CH:35]=[CH:36][CH:37]=1>C1(C)C=CC=CC=1>[N:17]([CH2:38][C:34]1[CH:35]=[CH:36][CH:37]=[C:32]([Br:31])[C:33]=1[O:40][CH3:41])=[N+:18]=[N-:19]. Procedure details: 6.00 g of diphenyl phosphorazidate and 4.1 g of 1,8-diazabicyclo[5.4.0]undec-7-ene were added to 4.0 g of 3-bromo-2-methoxy-phenyl-methanol 6 in 100 mL of toluene at 0° C. The mixture was stirred at room temperature overnight. The reaction mixture was quenched with aqueous ammonium chloride. The aqueous layer was extracted with ethyl acetate/THF. The pooled organic extracts were washed with brine and dried over magnesium sulfate. The mixture was filtered. The solvents were removed under vacuum. ... Reactants: Intermediate 20, C(C1=CC=CC=C1)N[C@@H]1C[C@@H](CC1)C1=CNC2=CC=CC=C12 (cis-benzyl-3-(1H-indol-3-yl)-cyclopentylamine), C(=O)[O-].[NH4+] (ammonium formate). The product is N1C=C(C2=CC=CC=C12)[C@H]1C[C@H](CC1)N (cis-3-(1H-Indol-3-yl)-cyclopentylamine). Isolated yield 89.2%. Reaction SMILES: C([NH:8][C@H:9]1[CH2:13][CH2:12][C@@H:11]([C:14]2[C:22]3[C:17](=[CH:18][CH:19]=[CH:20][CH:21]=3)[NH:16][CH:15]=2)[CH2:10]1)C1C=CC=CC=1.C([O-])=O.[NH4+]>>[NH:16]1[C:17]2[C:22](=[CH:21][CH:20]=[CH:19][CH:18]=2)[C:14]([C@@H:11]2[CH2:12][CH2:13][C@H:9]([NH2:8])[CH2:10]2)=[CH:15]1 |f:1.2|. Procedure: This compound was prepared in the same manner as for Intermediate 20, using cis-benzyl-3-(1H-indol-3-yl)-cyclopentylamine (1.3 g, 4.48 mmol) and ammonium formate (1.6 g, 25.3 mmol) to afford 0.8 g (90%) of the desired product as a thick oil which solidified upon standing: MS (ESI) m/z 201 [M+H]+.